This data is from the Open Reaction Database (ORD), a public repository of structured organic reaction records. The task is: describe an organic reaction: reactants, conditions, products, and yield Starting materials: CI (methyl iodide), alcoholate, FC(COCC1=CC=CC=C1)(CCCO)F (2,2-difluoro-1-benzyloxy-5-hydroxypentane), CC(C)([O-])C.[K+] (potassium t-butoxide). Run in O1CCCC1 (tetrahydrofuran). Reaction conditions: time 8 hour. Product: FC(COCC1=CC=CC=C1)(CCCOC)F (2,2-difluoro-1-benzyloxy-5-methoxypentane). As a reaction SMILES: CI.[F:3][C:4]([F:18])([CH2:14][CH2:15][CH2:16][OH:17])[CH2:5][O:6][CH2:7][C:8]1[CH:13]=[CH:12][CH:11]=[CH:10][CH:9]=1.[CH3:19]C(C)([O-])C.[K+]>O1CCCC1>[F:3][C:4]([F:18])([CH2:14][CH2:15][CH2:16][O:17][CH3:19])[CH2:5][O:6][CH2:7][C:8]1[CH:9]=[CH:10][CH:11]=[CH:12][CH:13]=1 |f:2.3|. Procedure: Excess methyl iodide (17 g, 120 mmoles) is added to the alcoholate previously prepared from 2,2-difluoro-1-benzyloxy-5-hydroxypentane (9.8 g, 42.6 mmoles) and potassium t-butoxide (5.6 g, 50 mmoles) in dry tetrahydrofuran (50 ml). The reaction mixture is kept at room temperature overnight, concentrated under vacuum, and the residue is deluted with water and ether. Usual extraction gives the title compound which is purified by chromatography on silica (ethyl acetate/petroleum ether: 20/80, RF: 0.... Starting materials: CC(C)C(=O)Nc1nc(N)c2ncn(C3CC(OC(=O)C(C)C)C(COC(=O)C(C)C)O3)c2n1, CCCCCON=O, ClC(Cl)Cl, ICI, [Na+], [Na+], O=S([O-])[O-]. The product is CC(C)C(=O)Nc1nc(I)c2ncn(C3CC(OC(=O)C(C)C)C(COC(=O)C(C)C)O3)c2n1. As a reaction SMILES: [C:1]([CH:2]([CH3:3])[CH3:4])(=[O:5])[NH:6][c:7]1[n:8][c:9]([NH2:34])[c:10]2[n:11][cH:12][n:13]([CH:16]3[CH2:17][CH:18]([O:19][C:20]([CH:21]([CH3:22])[CH3:23])=[O:24])[CH:25]([CH2:27][O:28][C:29]([CH:30]([CH3:31])[CH3:32])=[O:33])[O:26]3)[c:14]2[n:15]1.[CH2:35]([O:36][N:37]=[O:38])[CH2:39][CH2:40][CH2:41][CH3:42].[CH:52]([Cl:53])([Cl:54])[Cl:55].[I:43][CH2:44][I:45].[Na+:50].[Na+:51].[S:46]([O-:47])([O-:48])=[O:49]>>[C:1]([CH:2]([CH3:3])[CH3:4])(=[O:5])[NH:6][c:7]1[n:8][c:9]([I:43])[c:10]2[n:11][cH:12][n:13]([CH:16]3[CH2:17][CH:18]([O:19][C:20]([CH:21]([CH3:22])[CH3:23])=[O:24])[CH:25]([CH2:27][O:28][C:29]([CH:30]([CH3:31])[CH3:32])=[O:33])[O:26]3)[c:14]2[n:15]1. Starting materials: O=C([O-])O, CN(C)C=O, O=C(Cl)C(=O)Cl, O=C(O)c1ncccc1C(F)(F)F, Nc1cccc(Oc2ccc3nc(NC(=O)C4CC4)cn3c2)c1, [Na+], C1CCOC1. Yields the product O=C(Nc1cccc(Oc2ccc3nc(NC(=O)C4CC4)cn3c2)c1)c1ncccc1C(F)(F)F. RXN SMILES: [C:53](=[O:54])([O-:55])[OH:56].[CH3:14][N:15]([CH3:16])[CH:17]=[O:18].[Cl:19][C:20]([C:21]([Cl:22])=[O:23])=[O:24].[F:1][C:2]([c:3]1[c:4]([C:9](=[O:10])[OH:11])[n:5][cH:6][cH:7][cH:8]1)([F:12])[F:13].[NH2:25][c:26]1[cH:27][c:28]([O:29][c:30]2[cH:31][cH:32][c:33]3[n:34]([cH:35]2)[cH:36][c:37]([NH:39][C:40](=[O:41])[CH:42]2[CH2:43][CH2:44]2)[n:38]3)[cH:45][cH:46][cH:47]1.[Na+:57].[O:48]1[CH2:49][CH2:50][CH2:51][CH2:52]1>>[F:1][C:2]([c:3]1[c:4]([C:9](=[O:11])[NH:25][c:26]2[cH:27][c:28]([O:29][c:30]3[cH:31][cH:32][c:33]4[n:34]([cH:35]3)[cH:36][c:37]([NH:39][C:40](=[O:41])[CH:42]3[CH2:43][CH2:44]3)[n:38]4)[cH:45][cH:46][cH:47]2)[n:5][cH:6][cH:7][cH:8]1)([F:12])[F:13]. Reactants: CC(C)(C)OC(=O)NC(CCC(=O)O)C1CCOCC1, O=C(OCc1ccccc1)C1CCC(NCCOCc2ccccc2)CC1, CCN=C=NC(CCNC)NC, CCOC(C)=O, ClCCl, On1nnc2ccccc21. Yields the product CC(C)(C)OC(=O)NC(CCC(=O)N(CCOCc1ccccc1)C1CCC(C(=O)OCc2ccccc2)CC1)C1CCOCC1. RXN SMILES: [C:28]([CH3:29])([CH3:30])([CH3:31])[O:32][C:33](=[O:34])[NH:35][CH:36]([CH2:37][CH2:38][C:39](=[O:40])[OH:41])[CH:42]1[CH2:43][CH2:44][O:45][CH2:46][CH2:47]1.[CH2:1]([c:2]1[cH:3][cH:4][cH:5][cH:6][cH:7]1)[O:8][C:9](=[O:10])[CH:11]1[CH2:12][CH2:13][CH:14]([NH:17][CH2:18][CH2:19][O:20][CH2:21][c:22]2[cH:23][cH:24][cH:25][cH:26][cH:27]2)[CH2:15][CH2:16]1.[CH3:58][NH:59][CH:60]([N:61]=[C:62]=[N:63][CH2:64][CH3:65])[CH2:66][CH2:67][NH:68][CH3:69].[CH3:73][CH2:74][O:75][C:76]([CH3:77])=[O:78].[Cl:70][CH2:71][Cl:72].[OH:48][n:49]1[c:50]2[c:51]([cH:52][cH:53][cH:54][cH:55]2)[n:56][n:57]1>>[CH2:1]([c:2]1[cH:3][cH:4][cH:5][cH:6][cH:7]1)[O:8][C:9](=[O:10])[CH:11]1[CH2:12][CH2:13][CH:14]([N:17]([CH2:18][CH2:19][O:20][CH2:21][c:22]2[cH:23][cH:24][cH:25][cH:26][cH:27]2)[C:39]([CH2:38][CH2:37][CH:36]([NH:35][C:33]([O:32][C:28]([CH3:29])([CH3:30])[CH3:31])=[O:34])[CH:42]2[CH2:43][CH2:44][O:45][CH2:46][CH2:47]2)=[O:40])[CH2:15][CH2:16]1. Reactants: O=C([O-])O, CC(=O)[O-], CC(=O)[O-], C=Cc1ccccc1, CN(C)C=O, CCCCCCCCCCCC, [Mn+2], [Na+], O, OO. Product: c1ccc(C2CO2)cc1. RXN SMILES: [C:26](=[O:27])([OH:28])[O-:29].[C:34]([O-:35])(=[O:36])[CH3:37].[C:39]([O-:40])(=[O:41])[CH3:42].[CH2:1]=[CH:2][c:3]1[cH:4][cH:5][cH:6][cH:7][cH:8]1.[CH3:21][N:22]([CH3:23])[CH:25]=[O:24].[CH3:9][CH2:10][CH2:11][CH2:12][CH2:13][CH2:14][CH2:15][CH2:16][CH2:17][CH2:18][CH2:19][CH3:20].[Mn+2:38].[Na+:30].[OH2:33].[OH:31][OH:32]>>[CH2:1]1[CH:2]([c:3]2[cH:4][cH:5][cH:6][cH:7][cH:8]2)[O:24]1. The reactants are FC=1C=NC=2C=CC(N3C2C1C(C3)CN3CCC(CC3)NC(OC(C)(C)C)=O)=O (1,1-dimethylethyl {1-[(3-fluoro-7-oxo-4,5-dihydro-7H-pyrrolo[3,2,1-de]-1,5-naphthyridin-4-yl)methyl]-4-piperidinyl}carbamate), C(=O)(C(F)(F)F)O (TFA). Run in ClCCl (dichloromethane). Conditions: time 1 hour. Product: NC1CCN(CC1)CC1CN2C=3C1=C(C=NC3C=CC2=O)F (4-[(4-Amino-1-piperidinyl)methyl]-3-fluoro-4,5-dihydro-7H-pyrrolo[3,2,1-de]-1,5-naphthyridin-7-one). The yield is 80.8%. RXN SMILES: [F:1][C:2]1[CH:3]=[N:4][C:5]2[CH:6]=[CH:7][C:8](=[O:29])[N:9]3[CH2:13][CH:12]([CH2:14][N:15]4[CH2:20][CH2:19][CH:18]([NH:21]C(=O)OC(C)(C)C)[CH2:17][CH2:16]4)[C:11]=1[C:10]=23.C(O)(C(F)(F)F)=O>ClCCl>[NH2:21][CH:18]1[CH2:19][CH2:20][N:15]([CH2:14][CH:12]2[C:11]3=[C:2]([F:1])[CH:3]=[N:4][C:5]4[CH:6]=[CH:7][C:8](=[O:29])[N:9]([C:10]=43)[CH2:13]2)[CH2:16][CH2:17]1. Procedure details: A solution of 1,1-dimethylethyl {1-[(3-fluoro-7-oxo-4,5-dihydro-7H-pyrrolo[3,2,1-de]-1,5-naphthyridin-4-yl)methyl]-4-piperidinyl}carbamate (13.35 g, containing about 12.5% dichloromethane) in dichloromethane (125 ml) was ice-cooled, treated with TFA (100 ml), stirred at room temperature for 1 hour and evaporated. The residue was shaken with aqueous sodium bicarbonate (excess) and 15% methanol/dichloromethane, separated and the aqueous extracted about 50 times with 15% methanol/dichloromethane. T...